Dataset: the Open Reaction Database (ORD), a public repository of structured organic reaction records. Task: describe an organic reaction: reactants, conditions, products, and yield The reactants are ClC1=CC=C(OCC(=O)N2CC=3N(CC4=C2C=CC=C4)C(=CC3)C(=O)O)C=C1 (10-[(4-Chlorophenoxy)acetyl]-10,11-dihydro-5H-pyrrolo[2,1-c][1,4]benzodiazepine-3-carboxylic acid), CN(C=O)C (N,N-dimethylformamide), C(C(=O)Cl)(=O)Cl (oxalyl chloride). Solvent: ClCCl (dichloromethane). Conditions: time 0.5 hour. Product: ClC1=CC=C(OCC(=O)N2CC=3N(CC4=C2C=CC=C4)C(=CC3)C(=O)Cl)C=C1 (10-[2-(4-Chloro-phenoxy)-acetyl]-10,11-dihydro-5H-benzo[e]pyrrolo[1,2-a][1,4]diazepine-3-carbonyl chloride). RXN SMILES: [Cl:1][C:2]1[CH:28]=[CH:27][C:5]([O:6][CH2:7][C:8]([N:10]2[C:16]3[CH:17]=[CH:18][CH:19]=[CH:20][C:15]=3[CH2:14][N:13]3[C:21]([C:24]([OH:26])=O)=[CH:22][CH:23]=[C:12]3[CH2:11]2)=[O:9])=[CH:4][CH:3]=1.CN(C)C=O.C(Cl)(=O)C([Cl:37])=O>ClCCl>[Cl:1][C:2]1[CH:3]=[CH:4][C:5]([O:6][CH2:7][C:8]([N:10]2[C:16]3[CH:17]=[CH:18][CH:19]=[CH:20][C:15]=3[CH2:14][N:13]3[C:21]([C:24]([Cl:37])=[O:26])=[CH:22][CH:23]=[C:12]3[CH2:11]2)=[O:9])=[CH:27][CH:28]=1. Reported procedure: To a solution of 10-[(4-chlorophenoxy)acetyl]-10,11-dihydro-5H-pyrrolo[2,1-c][1,4]benzodiazepine-3-carboxylic acid of step A (0.33 mmol) in dichloromethane (3 mL) was added a drop of N,N-dimethylformamide followed by oxalyl chloride (0.532 mmol). After stirring for 0.5 hour at room temperature, the solution was heated to reflux for three hours. The solvent and excess oxalyl chloride were evaporated to yield the crude product, which was used without further purification. Starting materials: C(C)(C)(C)C1=C(C=C(C=C1)S(=O)(=O)Cl)Cl (4-t-butyl-3-chlorobenzene-1-sulfonyl chloride), CC1=NN(C(=C1)N)C1=C2C=CC=NC2=CC=C1 (3-methyl-1-(quinolin-5-yl)-1H-pyrazol-5-amine). Run in N1=CC=CC=C1 (pyridine). Conditions: temperature 80 celsius. Yields the product C(C)(C)(C)C1=C(C=C(C=C1)S(=O)(=O)NC1=CC(=NN1C1=C2C=CC=NC2=CC=C1)C)Cl (4-t-butyl-3-chloro-N-(3-methyl-1-(quinolin-5-yl)-1H-pyrazol-5-yl)benzenesulfonamide). Isolated yield 168.4%. As a reaction SMILES: [C:1]([C:5]1[CH:10]=[CH:9][C:8]([S:11](Cl)(=[O:13])=[O:12])=[CH:7][C:6]=1[Cl:15])([CH3:4])([CH3:3])[CH3:2].[CH3:16][C:17]1[CH:21]=[C:20]([NH2:22])[N:19]([C:23]2[CH:32]=[CH:31][CH:30]=[C:29]3[C:24]=2[CH:25]=[CH:26][CH:27]=[N:28]3)[N:18]=1>N1C=CC=CC=1>[C:1]([C:5]1[CH:10]=[CH:9][C:8]([S:11]([NH:22][C:20]2[N:19]([C:23]3[CH:32]=[CH:31][CH:30]=[C:29]4[C:24]=3[CH:25]=[CH:26][CH:27]=[N:28]4)[N:18]=[C:17]([CH3:16])[CH:21]=2)(=[O:13])=[O:12])=[CH:7][C:6]=1[Cl:15])([CH3:4])([CH3:3])[CH3:2]. Procedure: A mixture of 4-t-butyl-3-chlorobenzene-1-sulfonyl chloride (0.050 g, 0.19 mmol) and 3-methyl-1-(quinolin-5-yl)-1H-pyrazol-5-amine (prepared from Example 4 step b, 0.042 g, 0.095 mmol) in pyridine (0.2 mL) was heated at 80° C. for 1 h with stirring. After cooling to room temperature, the reaction mixture was concentrated in vacuo and the crude residue was purified by flash chromatography (SiO2, 20% ethyl acetate in hexanes) to give the title compound as a white solid (0.066 g, 0.16 mmol, 83%). 1H... The reactants are C1(=C(C=CC=C1)C1=C(C=NC=C1)NCCC#N)C (3-(4-o-tolyl-pyridin-3-ylamino)-propionitrile), FC(C=1C=C(C(=O)O)C=C(C1)C(F)(F)F)(F)F (3,5-bis(trifluoromethyl)benzoic acid). Yields the product C(#N)CCN(C(C1=CC(=CC(=C1)C(F)(F)F)C(F)(F)F)=O)C=1C=NC=CC1C1=C(C=CC=C1)C (N-(2-Cyano-ethyl)-N-(4-o-tolyl-pyridin-3-yl)-3,5-bis-trifluoromethyl-benzamide). Reaction SMILES: [C:1]1([CH3:18])[CH:6]=[CH:5][CH:4]=[CH:3][C:2]=1[C:7]1[CH:12]=[CH:11][N:10]=[CH:9][C:8]=1[NH:13][CH2:14][CH2:15][C:16]#[N:17].[F:19][C:20]([F:35])([F:34])[C:21]1[CH:22]=[C:23]([CH:27]=[C:28]([C:30]([F:33])([F:32])[F:31])[CH:29]=1)[C:24](O)=[O:25]>>[C:16]([CH2:15][CH2:14][N:13]([C:8]1[CH:9]=[N:10][CH:11]=[CH:12][C:7]=1[C:2]1[CH:3]=[CH:4][CH:5]=[CH:6][C:1]=1[CH3:18])[C:24](=[O:25])[C:23]1[CH:27]=[C:28]([C:30]([F:31])([F:32])[F:33])[CH:29]=[C:21]([C:20]([F:19])([F:34])[F:35])[CH:22]=1)#[N:17]. Reported procedure: The title compound was prepared in analogy to example 90, from 3-(4-o-tolyl-pyridin-3-ylamino)-propionitrile and 3,5-bis(trifluoromethyl)benzoic acid (CAS RN 725-89-3) after a reaction time of 19 hours. The compound was purified by two silica gel chromatographies (10 g and 5 g column, respectively) using a MPLC system eluting with a gradient of n-heptane:EtOAc (100:0 to 50:50). Colorless solid (2%). MS (ESI): m/z=478.13 [M+H]+.